Dataset: the Open Reaction Database (ORD), a public repository of structured organic reaction records. Task: describe an organic reaction: reactants, conditions, products, and yield Reactants: FC(COC1=C(C=CC=C1)N1CCNCC1)(F)F (1-[2-(2,2,2-trifluoroethoxy)phenyl]piperazine), ClCCCN1C(N(C=C(C1=O)C)C)=O (3-(3-chloropropyl)-1,5-dimethyl-2,4(1H,3H)-pyrimidinedione). The product is Cl.FC(COC1=C(C=CC=C1)N1CCN(CC1)CCCN1C(N(C=C(C1=O)C)C)=O)(F)F (3-(3-{4-[2-(2,2,2-trifluoroethoxy)phenyl]piperazin-1-yl}propyl)-1,5-dimethyl-2,4(1H,3H)-pyrimidinedione hydrochloride). RXN SMILES: [F:1][C:2]([F:18])([F:17])[CH2:3][O:4][C:5]1[CH:10]=[CH:9][CH:8]=[CH:7][C:6]=1[N:11]1[CH2:16][CH2:15][NH:14][CH2:13][CH2:12]1.[Cl:19][CH2:20][CH2:21][CH2:22][N:23]1[C:28](=[O:29])[C:27]([CH3:30])=[CH:26][N:25]([CH3:31])[C:24]1=[O:32]>>[ClH:19].[F:18][C:2]([F:1])([F:17])[CH2:3][O:4][C:5]1[CH:10]=[CH:9][CH:8]=[CH:7][C:6]=1[N:11]1[CH2:16][CH2:15][N:14]([CH2:20][CH2:21][CH2:22][N:23]2[C:28](=[O:29])[C:27]([CH3:30])=[CH:26][N:25]([CH3:31])[C:24]2=[O:32])[CH2:13][CH2:12]1 |f:2.3|. Reported procedure: substituting 1-[2-(2,2,2-trifluoroethoxy)phenyl]piperazine and 3-(3-chloropropyl)-1,5-dimethyl-2,4(1H,3H)-pyrimidinedione gave 3-(3-{4-[2-(2,2,2-trifluoroethoxy)phenyl]piperazin-1-yl}propyl)-1,5-dimethyl-2,4(1H,3H)-pyrimidinedione hydrochloride, m.p. 212°14 213° C.; Anal.: Calcd. for C21H27F3N4O3.(HCl)2 : C, 49.12; H, 5.69; N, 10.91%; Found: C, 48.97; H, 5.68; N, 10.77%; The reactants are [OH-].[Na+] (sodium hydroxide), C(CC(=O)[O-])(=O)OC(C)(C)C (tert-butyl malonate), C12(CC3CC(CC(C1)C3)C2)C(=O)CBr (bromomethyl adamantyl ketone). The solvent is C1CCOC1 (THF). Reaction conditions: time 3 hour. Yields the product C12(CC3CC(CC(C1)C3)C2)C(=O)CC(C(=O)OC(C)(C)C)C(=O)OC(C)(C)C (di-tert-butyl 2-((1-adamantyl)carbonyl-methyl)malonate). Reaction SMILES: [C:1]([O:7][C:8]([CH3:11])([CH3:10])[CH3:9])(=[O:6])[CH2:2][C:3]([O-:5])=[O:4].[OH-].[Na+].[C:14]12([C:24]([CH2:26]Br)=[O:25])[CH2:23][CH:18]3[CH2:19][CH:20]([CH2:22][CH:16]([CH2:17]3)[CH2:15]1)[CH2:21]2>C1COCC1>[C:14]12([C:24]([CH2:26][CH:2]([C:3]([O:5][C:8]([CH3:11])([CH3:10])[CH3:9])=[O:4])[C:1]([O:7][C:8]([CH3:11])([CH3:10])[CH3:9])=[O:6])=[O:25])[CH2:23][CH:18]3[CH2:19][CH:20]([CH2:22][CH:16]([CH2:17]3)[CH2:15]1)[CH2:21]2 |f:1.2|. Procedure: To tert-butyl malonate was added, in THF, an equimolar amount of sodium hydroxide. To this mixture was added bromomethyl adamantyl ketone, and the mixture was stirred for 3 hours. The salt precipitated was filtered off, and the filtrate was concentrated to obtain di-tert-butyl 2-((1-adamantyl)carbonyl-methyl)malonate (ADTB). Reactants: CC(C)c1ccc(CCNS(=O)(=O)c2cc(C#N)ccc2O)c(OCc2ccccc2)c1, CCO. Product: CC(C)c1ccc(CCNS(=O)(=O)c2cc(C#N)ccc2O)c(O)c1. As a reaction SMILES: [CH2:1]([c:2]1[cH:3][cH:4][cH:5][cH:6][cH:7]1)[O:8][c:9]1[c:10]([CH2:18][CH2:19][NH:20][S:21](=[O:22])(=[O:23])[c:24]2[c:25]([OH:32])[cH:26][cH:27][c:28]([C:30]#[N:31])[cH:29]2)[cH:11][cH:12][c:13]([CH:15]([CH3:16])[CH3:17])[cH:14]1.[CH3:33][CH2:34][OH:35]>>[OH:8][c:9]1[c:10]([CH2:18][CH2:19][NH:20][S:21](=[O:22])(=[O:23])[c:24]2[c:25]([OH:32])[cH:26][cH:27][c:28]([C:30]#[N:31])[cH:29]2)[cH:11][cH:12][c:13]([CH:15]([CH3:16])[CH3:17])[cH:14]1. Starting materials: BrC1=CC=C2C(CCOC2=C1)=O (7-bromochroman-4-one), [Si](C)(C)(C)C#N (TMSCN), [H-].[H-].[H-].[H-].[Li+].[Al+3] (LAH). Reagents/catalysts: [Zn+2].[I-].[I-] (ZnI2). Run in C1(=CC=CC=C1)C (toluene). Run at temperature 60 celsius, time 2 hour. Yields the product NCC1(CCOC2=C1C=CC(=C2)Br)O (4-(aminomethyl)-7-bromo-3,4-dihydro-2H-1-benzopyran-4-ol). The yield is 79.2%. Reaction SMILES: [Br:1][C:2]1[CH:11]=[C:10]2[C:5]([C:6](=[O:12])[CH2:7][CH2:8][O:9]2)=[CH:4][CH:3]=1.[Si]([C:17]#[N:18])(C)(C)C.[H-].[H-].[H-].[H-].[Li+].[Al+3]>C1(C)C=CC=CC=1.[Zn+2].[I-].[I-]>[NH2:18][CH2:17][C:6]1([OH:12])[C:5]2[CH:4]=[CH:3][C:2]([Br:1])=[CH:11][C:10]=2[O:9][CH2:8][CH2:7]1 |f:2.3.4.5.6.7,9.10.11|. Reported procedure: To a solution of 7-bromochroman-4-one (5.00 g, 22.0 mmol) and ZnI2 (30 mg) in toluene (50 mL) was added TMSCN (4.36 g, 44.0 mmol), and the mixture was heated at 60° C. overnight. The reaction mixture was cooled to rt, and a solution of LAH (20.0 mL, 2.4 M in THF, 44.0 mmol) was added slowly. The mixture was stirred at 40° C. for 2 h. The reaction was quenched with the addition of EtOAc (10 mL) at 0° C., followed by water (5 mL) and aqueous 10% NaOH (5 mL). The reaction mixture was diluted with E...